This data is from the Open Reaction Database (ORD), a public repository of structured organic reaction records. The task is: describe an organic reaction: reactants, conditions, products, and yield Starting materials: S1C=NC(=C1)CN1CCC(CC1)CNC(=O)C1=CC2=CN=C3C=CC=C(S1)N32 (N-[1-[(thiazol-4-yl)methyl]piperidin-4-ylmethyl]-5-thia-1,8b-diazaacenaphthylene-4-carboxamide), Cl.C(C)(=O)OCC (HCl ethyl acetate). Solvent: C(C)O (ethanol). The product is Cl.Cl.Cl.S1C=NC(=C1)CN1CCC(CC1)CNC(=O)C1=CC2=CN=C3C=CC=C(S1)N32 (N-[1-[(thiazol-4-yl)methyl]piperidin-4-ylmethyl]-5-thia-1,8b-diazaacenaphthylene-4-carboxamide Trihydrochloride). Yield: 28.0%. RXN SMILES: [S:1]1[CH:5]=[C:4]([CH2:6][N:7]2[CH2:12][CH2:11][CH:10]([CH2:13][NH:14][C:15]([C:17]3[S:27][C:26]4[N:28]5[C:19](=[CH:20][N:21]=[C:22]5[CH:23]=[CH:24][CH:25]=4)[CH:18]=3)=[O:16])[CH2:9][CH2:8]2)[N:3]=[CH:2]1.[ClH:29].C(OCC)(=O)C>C(O)C>[ClH:29].[ClH:29].[ClH:29].[S:1]1[CH:5]=[C:4]([CH2:6][N:7]2[CH2:8][CH2:9][CH:10]([CH2:13][NH:14][C:15]([C:17]3[S:27][C:26]4[N:28]5[C:19](=[CH:20][N:21]=[C:22]5[CH:23]=[CH:24][CH:25]=4)[CH:18]=3)=[O:16])[CH2:11][CH2:12]2)[N:3]=[CH:2]1 |f:1.2,4.5.6.7|. Procedure details: To a solution of N-[1-[(thiazol-4-yl)methyl]piperidin-4-ylmethyl]-5-thia-1,8b-diazaacenaphthylene-4-carboxamide in ethanol was added 2 ml (8.0 mM) of 4N-HCl/ethyl acetate. The solvent was distilled off under reduced pressure and the residue was diluted with ether. The crystals that formed were harvested by filtration and rinsed with ethanol and diethyl ether to provide the title compound as orange-colored crystals (150 mg, 28%).